This data is from the Open Reaction Database (ORD), a public repository of structured organic reaction records. The task is: describe an organic reaction: reactants, conditions, products, and yield Yield: 58.0%. Procedure details: A catalytic amount of p-toluenesulfonic acid monohydrate was added to a mixture of 75.5 g of Intermediate 4 in Example 4 and 200 g of methanol. With stirring in a nitrogen atmosphere, the reaction mixture was heated under reflux for 10 hours. After cooling, the reaction mixture was poured into a saturated sodium hydrogen carbonate aqueous solution and extracted with ethyl acetate. The ethyl acetate solution was washed, dried and concentrated, obtaining 63.0 g (yield 58%) of methyl 2,2-difluoro-3... Solvent: CO (methanol). Reactants: O.C1(=CC=C(C=C1)S(=O)(=O)O)C (p-toluenesulfonic acid monohydrate), FC(C(=O)O)(C(CCC)O)F (2,2-difluoro-3-hydroxyhexanoic acid), C(O)([O-])=O.[Na+] (sodium hydrogen carbonate). RXN SMILES: O.[C:2]1(C)C=CC(S(O)(=O)=O)=CC=1.[F:13][C:14]([F:23])([CH:18]([OH:22])[CH2:19][CH2:20][CH3:21])[C:15]([OH:17])=[O:16].C(=O)([O-])O.[Na+]>CO>[F:13][C:14]([F:23])([CH:18]([OH:22])[CH2:19][CH2:20][CH3:21])[C:15]([O:17][CH3:2])=[O:16] |f:0.1,3.4|. The product is FC(C(=O)OC)(C(CCC)O)F (methyl 2,2-difluoro-3-hydroxyhexanoate).